The task is: describe an organic reaction: reactants, conditions, products, and yield. This data is from the Open Reaction Database (ORD), a public repository of structured organic reaction records. Reactants: C(=O)O (formic acid), 5-Me-(6R,S)-THF, C(CC[C@@H](C(=O)O)NC(=O)C1=CC=C(NCC2=CN=C3N=C(N)NC(=O)C3=N2)C=C1)(=O)O (folic acid). The product is C(=O)N(C1=CC=C(C(N[C@@H](CCC(=O)O)C(=O)O)=O)C=C1)CC1=CN=C2N=C(N)NC(=O)C2=N1 (10-formyl-folic acid). As a reaction SMILES: [C:1]([OH:32])(=[O:31])[CH2:2][CH2:3][C@H:4]([NH:8][C:9]([C:11]1[CH:30]=[CH:29][C:14]([NH:15][CH2:16][C:17]2[N:28]=[C:27]3[C:20]([N:21]=[C:22]([NH:24][C:25]3=[O:26])[NH2:23])=[N:19][CH:18]=2)=[CH:13][CH:12]=1)=[O:10])[C:5]([OH:7])=[O:6].[CH:33](O)=[O:34]>>[CH:33]([N:15]([CH2:16][C:17]1[N:28]=[C:27]2[C:20]([N:21]=[C:22]([NH:24][C:25]2=[O:26])[NH2:23])=[N:19][CH:18]=1)[C:14]1[CH:13]=[CH:12][C:11]([C:9](=[O:10])[NH:8][C@H:4]([C:5]([OH:7])=[O:6])[CH2:3][CH2:2][C:1]([OH:32])=[O:31])=[CH:30][CH:29]=1)=[O:34]. Procedure details: 5-CHO- and 5-Me-(6R,S)-THF can be prepared in a known manner from folic acid. Formylation with formic acid produces 10-formyl-folic acid (10-CHO-FA). The latter can subsequently be catalytically hydrogenated to 10-formyl-tetrahydrofolic acid (10-CHO-THF). 5,10-Methenyl-tetrahydrofolic acid (I; 5,10-CH-THF; "anhydroleucovorin") can be obtained from the latter by dehydration: ##STR1## The product is O=[N+]([O-])CCc1ccc(COc2ccccn2)nc1. As a reaction SMILES: [BH4-:26].[CH3:22][C:23](=[O:24])[O-:25].[CH3:33][S:34](=[O:35])[CH3:36].[CH3:38][C:39](=[O:40])[OH:41].[N+:17](=[O:18])([O-:19])[CH3:20].[NH4+:21].[Na+:27].[Na+:28].[OH2:37].[OH:29][C:30](=[O:31])[O-:32].[n:1]1[c:2]([O:7][CH2:8][c:9]2[cH:10][cH:11][c:12]([CH:15]=[O:16])[cH:13][n:14]2)[cH:3][cH:4][cH:5][cH:6]1>>[n:1]1[c:2]([O:7][CH2:8][c:9]2[cH:10][cH:11][c:12]([CH2:15][CH2:20][N+:17](=[O:18])[O-:19])[cH:13][n:14]2)[cH:3][cH:4][cH:5][cH:6]1. The reactants are [BH4-], CC(=O)[O-], CS(C)=O, CC(=O)O, C[N+](=O)[O-], [NH4+], [Na+], [Na+], O, O=C([O-])O, O=Cc1ccc(COc2ccccn2)nc1.